Task: describe an organic reaction: reactants, conditions, products, and yield. Dataset: the Open Reaction Database (ORD), a public repository of structured organic reaction records Starting materials: O=C1Nc2ccccc2SC1CCCBr, CS(C)=O, N#C[Na], O. Yields the product N#CCCCC1Sc2ccccc2NC1=O. RXN SMILES: [Br:1][CH2:2][CH2:3][CH2:4][CH:5]1[S:6][c:7]2[c:8]([cH:12][cH:13][cH:14][cH:15]2)[NH:9][C:10]1=[O:11].[CH3:19][S:20](=[O:21])[CH3:22].[Na:16][C:17]#[N:18].[OH2:23]>>[CH2:2]([CH2:3][CH2:4][CH:5]1[S:6][c:7]2[c:8]([cH:12][cH:13][cH:14][cH:15]2)[NH:9][C:10]1=[O:11])[C:17]#[N:18].